The task is: describe an organic reaction: reactants, conditions, products, and yield. This data is from the Open Reaction Database (ORD), a public repository of structured organic reaction records. Reaction SMILES: [C:1](#[N:2])[c:3]1[cH:4][c:5]([CH2:27][C:28](=[O:29])[O:30][C:31]([CH3:32])([CH3:33])[CH3:34])[cH:6][cH:7][c:8]1[O:9][c:10]1[cH:11][cH:12][c:13]([C:16]([NH:17][CH2:18][CH2:19][c:20]2[cH:21][cH:22][cH:23][cH:24][cH:25]2)=[O:26])[cH:14][cH:15]1.[Cl:42][CH2:43][Cl:44].[F:35][C:36]([F:37])([F:38])[C:39]([OH:40])=[O:41]>>[C:1](#[N:2])[c:3]1[cH:4][c:5]([CH2:27][C:28](=[O:29])[OH:30])[cH:6][cH:7][c:8]1[O:9][c:10]1[cH:11][cH:12][c:13]([C:16]([NH:17][CH2:18][CH2:19][c:20]2[cH:21][cH:22][cH:23][cH:24][cH:25]2)=[O:26])[cH:14][cH:15]1. The reactants are CC(C)(C)OC(=O)Cc1ccc(Oc2ccc(C(=O)NCCc3ccccc3)cc2)c(C#N)c1, ClCCl, O=C(O)C(F)(F)F. The product is N#Cc1cc(CC(=O)O)ccc1Oc1ccc(C(=O)NCCc2ccccc2)cc1. The reactants are C(CCCCC(=O)O)(=O)O (adipic acid), C(CCCCCCC(C)C)O (isodecyl alcohol). Reaction conditions: temperature 220 celsius. Product: C(CCCCC(=O)OCCCCCCCC(C)C)(=O)OCCCCCCCC(C)C (diisodecyl adipate). RXN SMILES: [C:1]([OH:10])(=[O:9])[CH2:2][CH2:3][CH2:4][CH2:5][C:6]([OH:8])=[O:7].[CH2:11](O)[CH2:12][CH2:13][CH2:14][CH2:15][CH2:16][CH2:17][CH:18]([CH3:20])[CH3:19]>>[C:1]([O:10][CH2:11][CH2:12][CH2:13][CH2:14][CH2:15][CH2:16][CH2:17][CH:18]([CH3:20])[CH3:19])(=[O:9])[CH2:2][CH2:3][CH2:4][CH2:5][C:6]([O:8][CH2:11][CH2:12][CH2:13][CH2:14][CH2:15][CH2:16][CH2:17][CH:18]([CH3:20])[CH3:19])=[O:7]. Reported procedure: A standard 2-liter esterification apparatus was charged with 292 g adipic acid and 727 g isodecyl alcohol. The mixture was heated to reflux, removing water as formed. After 30 minutes of reflux the temperature was 215° C. and 40 ml of water was collected, at which time 0.9 g of catalyst compound ATC-I was added to the flask. The pressure was reduced as needed to maintain the reflux temperature at 220° C. After an additional 45 minutes the water of reaction was collected and the acid number of th... The reactants are COC(=O)c1ccc(N(CCOC(C)C)C(=O)OC(C)(C)C)cc1, CCO, Cl, [Na+], [OH-], O. Product: CC(C)OCCN(C(=O)OC(C)(C)C)c1ccc(C(=O)O)cc1. RXN SMILES: [C:1]([CH3:2])([CH3:3])([CH3:4])[O:5][C:6](=[O:7])[N:8]([c:9]1[cH:10][cH:11][c:12]([C:13](=[O:14])[O:15][CH3:16])[cH:17][cH:18]1)[CH2:19][CH2:20][O:21][CH:22]([CH3:23])[CH3:24].[CH3:29][CH2:30][OH:31].[ClH:27].[Na+:26].[OH-:25].[OH2:28]>>[C:1]([CH3:2])([CH3:3])([CH3:4])[O:5][C:6](=[O:7])[N:8]([c:9]1[cH:10][cH:11][c:12]([C:13](=[O:14])[OH:15])[cH:17][cH:18]1)[CH2:19][CH2:20][O:21][CH:22]([CH3:23])[CH3:24]. Starting materials: [OH-].[Na+] (sodium hydroxide), solution, Cl (hydrogen chloride), S1C2=C(C=C1)C=C(C=C2)C(CO)OC2OCCCC2 ((-)-2-(benzo[b]thiophen-5-yl)-2-(tetrahydropyranyloxy)ethanol), Cl.C(C)N(CC)CCCl (2-(N,N-diethylamino)ethyl chloride hydrochloride). Reagents/catalysts: S(=O)(=O)(O)[O-].C(CCC)[N+](CCCC)(CCCC)CCCC (tetra-n-butylammonium hydrogensulfate). Solvent: CC(=O)C (acetone), C1(=CC=CC=C1)C (toluene), C(C)O (ethanol), C(C)(=O)OCC (ethyl acetate), O (water), C1(=CC=CC=C1)C (toluene). Run at temperature 20 celsius, time 1 hour. Product: Cl.S1C2=C(C=C1)C=C(C=C2)C(COCCN(CC)CC)O ((-)-1-(benzo[b]thiophen-5-yl)-2-[2-(N,N-diethylamino)ethoxy]ethanol hydrochloride). Isolated yield 90.3%. As a reaction SMILES: [OH-].[Na+].[S:3]1[CH:7]=[CH:6][C:5]2[CH:8]=[C:9]([CH:12]([O:15]C3CCCCO3)[CH2:13][OH:14])[CH:10]=[CH:11][C:4]1=2.Cl.[CH2:23]([N:25]([CH2:28][CH2:29][Cl:30])[CH2:26][CH3:27])[CH3:24].Cl>S([O-])(O)(=O)=O.C([N+](CCCC)(CCCC)CCCC)CCC.C(OCC)(=O)C.C(O)C.CC(C)=O.O.C1(C)C=CC=CC=1>[ClH:30].[S:3]1[CH:7]=[CH:6][C:5]2[CH:8]=[C:9]([CH:12]([OH:15])[CH2:13][O:14][CH2:24][CH2:23][N:25]([CH2:28][CH3:29])[CH2:26][CH3:27])[CH:10]=[CH:11][C:4]1=2 |f:0.1,3.4,6.7,13.14|. Reported procedure: To a mixture of 10 ml of toluene and 100 ml of a 50% aqueous sodium hydroxide solution were added 10 g of (-)-2-(benzo[b]thiophen-5-yl)-2-(tetrahydropyranyloxy)ethanol, 8.04 g of 2-(N,N-diethylamino)ethyl chloride hydrochloride and 610 mg of tetra-n-butylammonium hydrogensulfate, and the resulting mixture was refluxed for 1.5 hours. The reaction mixture was cooled to 20° C., and thereto were then added 90 ml of toluene and 150 ml of water, after which the organic layer formed was separated. The ... Reactants: BrCc1ccccc1, O=C([O-])[O-], CCC(C)=O, CCC(Cn1cncn1)(C(=O)O)c1ccc(Cl)cc1, [K+], [K+]. The product is CCC(Cn1cncn1)(C(=O)OCc1ccccc1)c1ccc(Cl)cc1. RXN SMILES: [Br:26][CH2:27][c:28]1[cH:29][cH:30][cH:31][cH:32][cH:33]1.[C:20](=[O:21])([O-:22])[O-:23].[CH2:34]([C:35]([CH3:36])=[O:37])[CH3:38].[Cl:1][c:2]1[cH:3][cH:4][c:5]([C:8]([C:9](=[O:10])[OH:11])([CH2:12][CH3:13])[CH2:14][n:15]2[n:16][cH:17][n:18][cH:19]2)[cH:6][cH:7]1.[K+:24].[K+:25]>>[Cl:1][c:2]1[cH:3][cH:4][c:5]([C:8]([C:9](=[O:10])[O:11][CH2:27][c:28]2[cH:29][cH:30][cH:31][cH:32][cH:33]2)([CH2:12][CH3:13])[CH2:14][n:15]2[n:16][cH:17][n:18][cH:19]2)[cH:6][cH:7]1. The reactants are C(C)C1(C2=C(NC(O1)=O)C=CC(=C2)I)CC (4,4-diethyl-6-iodo-1,4-dihydrobenzo[d][1,3]oxazin-2-one), [N+](=O)([O-])C=1C=C(C=CC1)B(O)O (3-nitrophenyl boronic acid). The solvent is O (H2O). The product is C(C)C1(C2=C(NC(O1)=O)C=CC(=C2)C2=CC(=CC=C2)[N+](=O)[O-])CC (4,4-Diethyl-6-(3-nitrophenyl)-1,4-dihydrobenzo[d][1,3]oxazin-2-one). As a reaction SMILES: [CH2:1]([C:3]1([CH2:15][CH3:16])[O:8][C:7](=[O:9])[NH:6][C:5]2[CH:10]=[CH:11][C:12](I)=[CH:13][C:4]1=2)[CH3:2].[N+:17]([C:20]1[CH:21]=[C:22](B(O)O)[CH:23]=[CH:24][CH:25]=1)([O-:19])=[O:18]>O>[CH2:1]([C:3]1([CH2:15][CH3:16])[O:8][C:7](=[O:9])[NH:6][C:5]2[CH:10]=[CH:11][C:12]([C:24]3[CH:23]=[CH:22][CH:21]=[C:20]([N+:17]([O-:19])=[O:18])[CH:25]=3)=[CH:13][C:4]1=2)[CH3:2]. Procedure: Prepared from 4,4-diethyl-6-iodo-1,4-dihydrobenzo[d][1,3]oxazin-2-one and 3-nitrophenyl boronic acid according to Procedure A. Off-white solid: mp 193-194° C. 1H-NMR (CDCl3) δ 9.19 (s, 1H, D2O exchangeable), 8.3 (t, 1 H, J=1.9 Hz), 8.20 (m, 1H), 7.83 (m, 1H), 7.61 (t, 1H, J=8.0 Hz), 7.50 (dd, 1H, J=8.2, 2.0 Hz), 7.23 (d, 1H, J=1.7 Hz), 6.99 (d, 1H, J=8.3 Hz), 2.09 (q, 4H, J=7.4 Hz), 0.96 (t, 6H, J=8.3 Hz); MS (EI) m/z 325 ([M−H]−, 100%). Anal. Calc. For C18H18N2O4.0.3 H2O: C, 65.17; H, 5.65; N, ... Reactants: C(C)(=O)OC=1C=C(C=C(C1)OCCCCCCCCCCCCCCCCCC)N(CC(=O)O)CC(=O)O (3-(acetyloxy)-5-(octadecyloxy)phenyl-N-(carboxymethyl)glycine), [OH-].[Na+] (NaOH), OC=1C=C(C=C(C1)OCCCCCCCCCCCCCCCCCC)NCC(=O)O (N-[3-hydroxy-5-(octadecyloxy)phenyl]glycine). Run in O1CCOCC1 (dioxane), CO (methanol). Reaction conditions: time 60 hour. Product: C(=O)(O)CN(CC(=O)O)C1=CC(=CC(=C1)OCCCCCCCCCCCCCCCCCC)O (N-(Carboxymethyl)-N-[3-hydroxy-5-(octadecyloxy)phenyl]glycine). As a reaction SMILES: C([O:4][C:5]1[CH:6]=[C:7]([N:30]([CH2:35][C:36]([OH:38])=[O:37])[CH2:31][C:32]([OH:34])=[O:33])[CH:8]=[C:9]([O:11][CH2:12][CH2:13][CH2:14][CH2:15][CH2:16][CH2:17][CH2:18][CH2:19][CH2:20][CH2:21][CH2:22][CH2:23][CH2:24][CH2:25][CH2:26][CH2:27][CH2:28][CH3:29])[CH:10]=1)(=O)C.[OH-].[Na+].OC1C=C(NCC(O)=O)C=C(OCCCCCCCCCCCCCCCCCC)C=1>O1CCOCC1.CO>[C:32]([CH2:31][N:30]([C:7]1[CH:8]=[C:9]([O:11][CH2:12][CH2:13][CH2:14][CH2:15][CH2:16][CH2:17][CH2:18][CH2:19][CH2:20][CH2:21][CH2:22][CH2:23][CH2:24][CH2:25][CH2:26][CH2:27][CH2:28][CH3:29])[CH:10]=[C:5]([OH:4])[CH:6]=1)[CH2:35][C:36]([OH:38])=[O:37])([OH:34])=[O:33] |f:1.2|. Procedure: To solution of 1.0 g (1.87 mmol) of N-[3-(acetyloxy)-5-(octadecyloxy)phenyl-N-(carboxymethyl)glycine in 30 ml of dioxane and 70 ml of methanol was added 1.6 mol (9.6 mmol) of 6N NaOH The solution was kept at room temperature for 60 hours. The solvent was removed at reduced pressure and the residue wa acidified with 3N HCl. The resultant solid was filtered to give 0.546 g, mp 143°-146°, of pure N-carboxymethyl)-N-[3-hydroxy-5-(octadecyloxy)phenyl]glycine. Starting materials: O=C(O)CCC(CSCc1ccccc1)C(=O)O, ClCCl, O=C(OO)c1cccc(Cl)c1. The product is O=C(O)CCC(CS(=O)Cc1ccccc1)C(=O)O. Reaction SMILES: [CH2:1]([c:2]1[cH:3][cH:4][cH:5][cH:6][cH:7]1)[S:8][CH2:9][CH:10]([C:11](=[O:12])[OH:13])[CH2:14][CH2:15][C:16](=[O:17])[OH:18].[Cl:30][CH2:31][Cl:32].[OH:19][O:20][C:21]([c:22]1[cH:23][c:24]([Cl:25])[cH:26][cH:27][cH:28]1)=[O:29]>>[CH2:1]([c:2]1[cH:3][cH:4][cH:5][cH:6][cH:7]1)[S:8]([CH2:9][CH:10]([C:11](=[O:12])[OH:13])[CH2:14][CH2:15][C:16](=[O:17])[OH:18])=[O:19].